This data is from the Open Reaction Database (ORD), a public repository of structured organic reaction records. The task is: describe an organic reaction: reactants, conditions, products, and yield Starting materials: CN(C1=C(NC(NC1=O)=O)C(=O)C=1C=C(C#N)C=C(C1)C)C (3-(5-dimethylamino-2,6-dioxo-1,2,3,6-tetrahydro-pyrimidine-4-carbonyl)-5-methyl-benzonitrile), FC1=NC(=CC(=C1)COS(=O)(=O)C)NCC1=CC=C(C=C1)OC (methanesulfonic acid 2-fluoro-6-(4-methoxy-benzylamino)-pyridin-4-ylmethyl ester), [I-].[Li+] (lithium iodide), C([O-])([O-])=O.[K+].[K+] (potassium carbonate). The solvent is CN(C)C=O (DMF), C(C)#N (acetonitrile). The product is CN(C1=C(N(C(NC1=O)=O)CC1=CC(=NC(=C1)NCC1=CC=C(C=C1)OC)F)C(=O)C=1C=C(C#N)C=C(C1)C)C (3-{5-Dimethylamino-3-[2-fluoro-6-(4-methoxy-benzylamino)-pyridin-4-ylmethyl]-2,6-dioxo-1,2,3,6-tetrahydro-pyrimidine-4-carbonyl}-5-methyl-benzonitrile). RXN SMILES: [CH3:1][N:2]([CH3:22])[C:3]1[C:8](=[O:9])[NH:7][C:6](=[O:10])[NH:5][C:4]=1[C:11]([C:13]1[CH:14]=[C:15]([CH:18]=[C:19]([CH3:21])[CH:20]=1)[C:16]#[N:17])=[O:12].[F:23][C:24]1[CH:29]=[C:28]([CH2:30]OS(C)(=O)=O)[CH:27]=[C:26]([NH:36][CH2:37][C:38]2[CH:43]=[CH:42][C:41]([O:44][CH3:45])=[CH:40][CH:39]=2)[N:25]=1.[I-].[Li+].C(=O)([O-])[O-].[K+].[K+]>CN(C=O)C.C(#N)C>[CH3:1][N:2]([CH3:22])[C:3]1[C:8](=[O:9])[NH:7][C:6](=[O:10])[N:5]([CH2:30][C:28]2[CH:27]=[C:26]([NH:36][CH2:37][C:38]3[CH:43]=[CH:42][C:41]([O:44][CH3:45])=[CH:40][CH:39]=3)[N:25]=[C:24]([F:23])[CH:29]=2)[C:4]=1[C:11]([C:13]1[CH:14]=[C:15]([CH:18]=[C:19]([CH3:21])[CH:20]=1)[C:16]#[N:17])=[O:12] |f:2.3,4.5.6|. Procedure details: A solution 3-(5-dimethylamino-2,6-dioxo-1,2,3,6-tetrahydro-pyrimidine-4-carbonyl)-5-methyl-benzonitrile (0.0087 g, 0.0292 mmol), methanesulfonic acid 2-fluoro-6-(4-methoxy-benzylamino)-pyridin-4-ylmethyl ester (0.0095 g, 0.0292 mmol), lithium iodide (0.002 g, 0.0146 mmol) and potassium carbonate (0.004 g, 0.0292 mmol) in DMF (3.0 mL) was stirred at 0° C. for 7 h. Reaction mixture was diluted with acetonitrile and purified by reverse phase HPLC (Phenomenex Synergi® column, 5 to 100% acetonitrile/...